From a dataset of the Open Reaction Database (ORD), a public repository of structured organic reaction records. describe an organic reaction: reactants, conditions, products, and yield Reactants: C1(CCCCC1)COC=1C=C(C(=O)NC2=C(C=CC=C2)S(N)(=O)=O)C=CC1 (3-cyclohexylmethoxy-N-(2-sulfamoylphenyl)benzamide), C(CCCCC)(=O)Cl (hexanoyl chloride). Reagents/catalysts: CN(C1=CC=NC=C1)C (4-dimethylaminopyridine). The solvent is O1CCCC1 (tetrahydrofuran). Run at time 1 hour. Product: C1(CCCCC1)COC=1C=C(C(=O)NC2=C(C=CC=C2)S(=O)(=O)NC(CCCCC)=O)C=CC1 (N-[2-(3-Cyclohexylmethoxybenzamido)benzenesulfonyl]hexanamide). Isolated yield 100.7%. Reaction SMILES: [C:1](Cl)(=[O:7])[CH2:2][CH2:3][CH2:4][CH2:5][CH3:6].[CH:9]1([CH2:15][O:16][C:17]2[CH:18]=[C:19]([CH:33]=[CH:34][CH:35]=2)[C:20]([NH:22][C:23]2[CH:28]=[CH:27][CH:26]=[CH:25][C:24]=2[S:29](=[O:32])(=[O:31])[NH2:30])=[O:21])[CH2:14][CH2:13][CH2:12][CH2:11][CH2:10]1>CN(C)C1C=CN=CC=1.O1CCCC1>[CH:9]1([CH2:15][O:16][C:17]2[CH:18]=[C:19]([CH:33]=[CH:34][CH:35]=2)[C:20]([NH:22][C:23]2[CH:28]=[CH:27][CH:26]=[CH:25][C:24]=2[S:29]([NH:30][C:1](=[O:7])[CH2:2][CH2:3][CH2:4][CH2:5][CH3:6])(=[O:32])=[O:31])=[O:21])[CH2:14][CH2:13][CH2:12][CH2:11][CH2:10]1. Reported procedure: In a stream of nitrogen and at 0° C., 0.16 ml (1.10 mmol) of hexanoyl chloride was added to an anhydrous tetrahydrofuran (10 ml) solution containing 400 mg (1.00 mmol) of 3-cyclohexylmethoxy-N-(2-sulfamoylphenyl)benzamide produced in Reference Example 7 and 237 mg (1.90 mmol) of 4-dimethylaminopyridine, the mixture was stirred at room temperature for 1 hour and then the solvent was evaporated under a reduced pressure. The resulting residue was dissolved in ethyl acetate, washed with water, a pot... Starting materials: CCOC(=O)CCc1cn(Cc2cc(O)cc(OCC)c2)cc1-c1ccccc1, CN(C)C=O, Cc1oc(-c2ccccc2)nc1CCl, [H-], [Na+], O. The product is CCOC(=O)CCc1cn(Cc2cc(OCC)cc(OCc3nc(-c4ccccc4)oc3C)c2)cc1-c1ccccc1. Reaction SMILES: [CH2:3]([CH3:4])[O:5][c:6]1[cH:7][c:8]([CH2:9][n:10]2[cH:11][c:12]([CH2:21][CH2:22][C:23](=[O:24])[O:25][CH2:26][CH3:27])[c:13](-[c:15]3[cH:16][cH:17][cH:18][cH:19][cH:20]3)[cH:14]2)[cH:28][c:29]([OH:31])[cH:30]1.[CH3:47][N:48]([CH3:49])[CH:50]=[O:51].[Cl:32][CH2:33][c:34]1[n:35][c:36](-[c:40]2[cH:41][cH:42][cH:43][cH:44][cH:45]2)[o:37][c:38]1[CH3:39].[H-:1].[Na+:2].[OH2:46]>>[CH2:3]([CH3:4])[O:5][c:6]1[cH:7][c:8]([CH2:9][n:10]2[cH:11][c:12]([CH2:21][CH2:22][C:23](=[O:24])[O:25][CH2:26][CH3:27])[c:13](-[c:15]3[cH:16][cH:17][cH:18][cH:19][cH:20]3)[cH:14]2)[cH:28][c:29]([O:31][CH2:33][c:34]2[n:35][c:36](-[c:40]3[cH:41][cH:42][cH:43][cH:44][cH:45]3)[o:37][c:38]2[CH3:39])[cH:30]1. Starting materials: O=Cc1ccc(F)c(Br)c1, COc1cccc(-c2nc3ccc(B4OC(C)(C)C(C)(C)O4)cc3c(=O)n2CC(=O)NC(C)C)c1, [K+], [K+], [K+], CN(C)C=O, O=P([O-])([O-])[O-], c1ccc(P(c2ccccc2)(c2ccccc2)[Pd](P(c2ccccc2)(c2ccccc2)c2ccccc2)(P(c2ccccc2)(c2ccccc2)c2ccccc2)P(c2ccccc2)(c2ccccc2)c2ccccc2)cc1. Yields the product COc1cccc(-c2nc3ccc(-c4cc(C=O)ccc4F)cc3c(=O)n2CC(=O)NC(C)C)c1. Reaction SMILES: [Br:36][c:37]1[cH:38][c:39]([CH:40]=[O:41])[cH:42][cH:43][c:44]1[F:45].[CH:1]([CH3:2])([CH3:3])[NH:4][C:5]([CH2:6][n:7]1[c:8](-[c:27]2[cH:28][c:29]([O:33][CH3:34])[cH:30][cH:31][cH:32]2)[n:9][c:10]2[cH:11][cH:12][c:13]([B:18]3[O:19][C:20]([CH3:21])([CH3:22])[C:23]([CH3:24])([CH3:25])[O:26]3)[cH:14][c:15]2[c:16]1=[O:17])=[O:35].[K+:51].[K+:52].[K+:53].[O:54]=[CH:55][N:56]([CH3:57])[CH3:58].[P:46]([O-:47])([O-:48])([O-:49])=[O:50].[cH:59]1[cH:60][cH:61][c:62]([P:63]([Pd:64]([P:65]([c:66]2[cH:67][cH:68][cH:69][cH:70][cH:71]2)([c:72]2[cH:73][cH:74][cH:75][cH:76][cH:77]2)[c:78]2[cH:79][cH:80][cH:81][cH:82][cH:83]2)([P:84]([c:85]2[cH:86][cH:87][cH:88][cH:89][cH:90]2)([c:91]2[cH:92][cH:93][cH:94][cH:95][cH:96]2)[c:97]2[cH:98][cH:99][cH:100][cH:101][cH:102]2)[P:103]([c:104]2[cH:105][cH:106][cH:107][cH:108][cH:109]2)([c:110]2[cH:111][cH:112][cH:113][cH:114][cH:115]2)[c:116]2[cH:117][cH:118][cH:119][cH:120][cH:121]2)([c:122]2[cH:123][cH:124][cH:125][cH:126][cH:127]2)[c:128]2[cH:129][cH:130][cH:131][cH:132][cH:133]2)[cH:134][cH:135]1>>[CH:1]([CH3:2])([CH3:3])[NH:4][C:5]([CH2:6][n:7]1[c:8](-[c:27]2[cH:28][c:29]([O:33][CH3:34])[cH:30][cH:31][cH:32]2)[n:9][c:10]2[cH:11][cH:12][c:13](-[c:37]3[cH:38][c:39]([CH:40]=[O:41])[cH:42][cH:43][c:44]3[F:45])[cH:14][c:15]2[c:16]1=[O:17])=[O:35].